This data is from the Open Reaction Database (ORD), a public repository of structured organic reaction records. The task is: describe an organic reaction: reactants, conditions, products, and yield The reactants are CCOCC (ether), NC=1C(NC=CC1)=O (3-Aminopyridin-2(1H)-one), C(C)OC=C(C(=O)OCC)C(=O)OCC (diethyl ethoxymethylenemalonate). Run in C(C)(C)O (isopropyl alcohol). Run at temperature 100 celsius, time 3 hour. The product is O=C1NC=CC=C1NC=C(C(=O)OCC)C(=O)OCC (diethyl 2-((2-oxo-1,2-dihydropyridin-3-ylamino)methylene)malonate). Isolated yield 63.3%. Reaction SMILES: [NH2:1][C:2]1[C:3](=[O:8])[NH:4][CH:5]=[CH:6][CH:7]=1.C(O[CH:12]=[C:13]([C:19]([O:21][CH2:22][CH3:23])=[O:20])[C:14]([O:16][CH2:17][CH3:18])=[O:15])C.CCOCC>C(O)(C)C>[O:8]=[C:3]1[C:2]([NH:1][CH:12]=[C:13]([C:14]([O:16][CH2:17][CH3:18])=[O:15])[C:19]([O:21][CH2:22][CH3:23])=[O:20])=[CH:7][CH:6]=[CH:5][NH:4]1. Reported procedure: 3-Aminopyridin-2(1H)-one (9.00 g, 81.7 mmol) was treated with diethyl ethoxymethylenemalonate (24.6 ml, 123 mmol) and heated to 100° C. After 3 hours, the reaction was cooled down and diluted with isopropyl alcohol. The solid that crashed out was collected by suction filtration and washed well with IPA and then ether to give diethyl 2-((2-oxo-1,2-dihydropyridin-3-ylamino)methylene)malonate (14.5 g, 63.3% yield) as a greenish solid. MS (M+H)+ 281.